The task is: describe an organic reaction: reactants, conditions, products, and yield. This data is from the Open Reaction Database (ORD), a public repository of structured organic reaction records. Starting materials: C1CCOC1, CCO, [H][H], Cc1cnc(NC(=O)c2cc(Oc3ccc(C(=O)N4CCC4)cc3Cl)cc(OC3CCN(C)C3=O)c2)cn1. The product is Cc1cnc(NC(=O)c2cc(Oc3ccc(C(=O)N4CCC4)cc3)cc(OC3CCN(C)C3=O)c2)cn1. As a reaction SMILES: [CH2:41]1[O:42][CH2:43][CH2:44][CH2:45]1.[CH3:46][CH2:47][OH:48].[H:39][H:40].[N:1]1([C:5](=[O:6])[c:7]2[cH:8][c:9]([Cl:38])[c:10]([O:11][c:12]3[cH:13][c:14]([C:15](=[O:16])[NH:17][c:18]4[n:19][cH:20][c:21]([CH3:24])[n:22][cH:23]4)[cH:25][c:26]([O:28][CH:29]4[C:30](=[O:35])[N:31]([CH3:34])[CH2:32][CH2:33]4)[cH:27]3)[cH:36][cH:37]2)[CH2:2][CH2:3][CH2:4]1>>[N:1]1([C:5](=[O:6])[c:7]2[cH:8][cH:9][c:10]([O:11][c:12]3[cH:13][c:14]([C:15](=[O:16])[NH:17][c:18]4[n:19][cH:20][c:21]([CH3:24])[n:22][cH:23]4)[cH:25][c:26]([O:28][CH:29]4[C:30](=[O:35])[N:31]([CH3:34])[CH2:32][CH2:33]4)[cH:27]3)[cH:36][cH:37]2)[CH2:2][CH2:3][CH2:4]1. The product is Cc1nc2ccccc2c2c1OCCN2. Reaction SMILES: [Br:1][c:2]1[c:3]([CH3:16])[n:4][c:5]2[cH:6][cH:7][cH:8][cH:9][c:10]2[c:11]1[NH:12][CH2:13][CH2:14][OH:15].[CH3:17][C:18]([CH3:19])([O-:20])[CH3:21].[CH3:23][N:24]([CH3:25])[CH:26]=[O:27].[K+:22].[OH2:28]>>[c:2]12[c:3]([CH3:16])[n:4][c:5]3[cH:6][cH:7][cH:8][cH:9][c:10]3[c:11]1[NH:12][CH2:13][CH2:14][O:15]2. The reactants are Cc1nc2ccccc2c(NCCO)c1Br, CC(C)(C)[O-], CN(C)C=O, [K+], O. Reactants: CCOC(=O)C (AcOEt), ice water, ClC=1C(=NC=C(C(=O)OCC)C1)Cl (ethyl 5,6-dichloronicotinate), C(C)(C)N(C(C)C)CC (N,N-diisopropylethylamine), N[C@H]1CN(CCC1)C(=O)OC(C)(C)C (tert-butyl (3R)-3-amino-1-piperidinecarboxylate). Solvent: O (water), CN1C(N(CC1)C)=O (1,3-dimethyl-2-imidazolidinone). Conditions: temperature 100 celsius, time 9 hour. Yields the product C(C)(C)(C)OC(=O)N1C[C@@H](CCC1)NC1=NC=C(C(=O)OCC)C=C1Cl (ethyl 6-{[(3R)-1-(tert-butoxycarbonyl)-3-piperidinyl]amino}-5-chloronicotinate). RXN SMILES: [Cl:1][C:2]1[C:3](Cl)=[N:4][CH:5]=[C:6]([CH:12]=1)[C:7]([O:9][CH2:10][CH3:11])=[O:8].C(N(CC)C(C)C)(C)C.[NH2:23][C@@H:24]1[CH2:29][CH2:28][CH2:27][N:26]([C:30]([O:32][C:33]([CH3:36])([CH3:35])[CH3:34])=[O:31])[CH2:25]1.CCOC(C)=O>CN1CCN(C)C1=O.O>[C:33]([O:32][C:30]([N:26]1[CH2:27][CH2:28][CH2:29][C@@H:24]([NH:23][C:3]2[C:2]([Cl:1])=[CH:12][C:6]([C:7]([O:9][CH2:10][CH3:11])=[O:8])=[CH:5][N:4]=2)[CH2:25]1)=[O:31])([CH3:36])([CH3:34])[CH3:35]. Procedure: To a solution of ethyl 5,6-dichloronicotinate (10.0 g) and N,N-diisopropylethylamine (17.4 mL) in 1,3-dimethyl-2-imidazolidinone (100 mL) was added tert-butyl (3R)-3-amino-1-piperidinecarboxylate (10.9) at ambient temperature and the mixture was stirred at 100° C. for 9 hr. The reaction mixture was poured into a mixture of AcOEt and water. The separated organic layer was added ice-water and the mixture was adjusted to pH 3.5 with 1N-NCl. The separated organic layer was washed with water, dried o... The reactants are cuprate, BrCC=1C=C(C=C(C1)C)F (3-bromomethyl-1-fluoro-5-methylbenzene), C[Li] (Methyllithium). The reagents and catalysts are [Cu]I (copper(I)iodide). Solvent: C(C)OCC (diethyl ether), C(C)OCC (diethyl ether). Run at temperature 0 celsius, time 30 minute. Product: C(C)C=1C=C(C=C(C1)C)F (3-ethyl-1-fluoro-5-methylbenzene). Yield: 94.0%. Reaction SMILES: [CH3:1][Li].Br[CH2:4][C:5]1[CH:6]=[C:7]([F:12])[CH:8]=[C:9]([CH3:11])[CH:10]=1>C(OCC)C.[Cu]I>[CH2:4]([C:5]1[CH:6]=[C:7]([F:12])[CH:8]=[C:9]([CH3:11])[CH:10]=1)[CH3:1]. Procedure: Methyllithium (40 ml, 64 mmol) was added dropwise at 0° C. to a slurry of copper(I)iodide (6.42 g, 33.6 mmol) in diethyl ether (20 ml). After being stirred at 0° C. for 30 minutes, the clear colorless homogeneous cuprate solution was cooled to −78° C. where 3-bromomethyl-1-fluoro-5-methylbenzene (5.15 g, 25.4 mmol) in 10 ml diethyl ether was added. The temperature was allowed to rise slowly. The reaction was quenched at −50° C. with NH4Cl/NH3-buffer (50 ml). Extraction with diethyl ether (3×50 m...